This data is from the Open Reaction Database (ORD), a public repository of structured organic reaction records. The task is: describe an organic reaction: reactants, conditions, products, and yield Starting materials: CN[C@@H]1CCCC2=CC=CC=C12 ((1R)-1,2,3,4-tetrahydro-N-methyl-1-naphthalenamine), CN[C@@H]1CCCC2=CC=CC=C12 ((1R)-1,2,3,4-tetrahydro-N-methyl-1-naphthalenamine), CC1=CC(=NN1CC(=O)N1CCC(CC1)N1N=C(C=C1)C(=O)O)C(F)(F)F (1-[1-[[5-methyl-3-(trifluoromethyl)-1H-pyrazol-1-yl]acetyl]-4-piperidinyl]-1H-pyrazole-3-carboxylic acid), product, N-(3-dimethylaminopropyl)-Y-ethylcarbodiimide hydrochloride, CN1CCOCC1 (N-methylmorpholine). Solvent: O (water), ClCCl (dichloromethane). Conditions: time 15 minute. The product is CN(C(=O)C1=NN(C=C1)C1CCN(CC1)C(CN1N=C(C=C1C)C(F)(F)F)=O)[C@@H]1CCCC2=CC=CC=C12 (N-methyl-1-[1-[[5-methyl-3-(trifluoromethyl)-1H-pyrazol-1-yl]acetyl]-4-piperidinyl]-N-[(1R)-1,2,3,4-tetrahydro-1-naphthalenyl]-1H-pyrazole-3-carboxamide). The yield is 14.9%. Reaction SMILES: [CH3:1][C:2]1[N:6]([CH2:7][C:8]([N:10]2[CH2:15][CH2:14][CH:13]([N:16]3[CH:20]=[CH:19][C:18]([C:21]([OH:23])=O)=[N:17]3)[CH2:12][CH2:11]2)=[O:9])[N:5]=[C:4]([C:24]([F:27])([F:26])[F:25])[CH:3]=1.CN1CCOCC1.[CH3:35][NH:36][C@H:37]1[C:46]2[C:41](=[CH:42][CH:43]=[CH:44][CH:45]=2)[CH2:40][CH2:39][CH2:38]1>ClCCl.O>[CH3:35][N:36]([C@H:37]1[C:46]2[C:41](=[CH:42][CH:43]=[CH:44][CH:45]=2)[CH2:40][CH2:39][CH2:38]1)[C:21]([C:18]1[CH:19]=[CH:20][N:16]([CH:13]2[CH2:12][CH2:11][N:10]([C:8](=[O:9])[CH2:7][N:6]3[C:2]([CH3:1])=[CH:3][C:4]([C:24]([F:26])([F:25])[F:27])=[N:5]3)[CH2:15][CH2:14]2)[N:17]=1)=[O:23]. Reported procedure: A mixture of 1-[1-[[5-methyl-3-(trifluoromethyl)-1H-pyrazol-1-yl]acetyl]-4-piperidinyl]-1H-pyrazole-3-carboxylic acid (270 mg, 0.7 mmol) (i.e. the product of Example 18, Step E), N-(3-dimethylaminopropyl)-Y-ethylcarbodiimide hydrochloride (EDC) (147.61 mg, 0.77 mmol) and N-methylmorpholine (0.088 mL, 0.8 mmol) in 5 mL of dichloromethane was stirred at room temperature for 15 minutes. (1R)-1,2,3,4-tetrahydro-N-methyl-1-naphthalenamine (124.16 mg, 0.77 mmol) (i.e. the product of Example 6, Step A)... Reactants: ClC=1C(=NNC1C(F)(F)F)C(C)C (4-Chloro-3-isopropyl-5-trifluoromethyl-1-H-pyrazol), CN(C)C=O (DMF), C(=O)([O-])[O-].[K+].[K+] (K2CO3), ClC1=C(C=C(C=C1)N1CCN(CC1)C(C)=O)OC (1-[4-(4-Chloro-3-methoxyphenyl)-piperazine-1-yl]-ethanone). Solvent: CCCCCC.C(C)(=O)OCC (hexane ethyl acetate). The product is ClC=1C(=NN(C1C(F)(F)F)CC(=O)N1CCN(CC1)C1=CC(=C(C=C1)Cl)OC)C(C)C (2-(4-Chloro-3-isopropyl-5-trifluoromethyl-pyrazol-1-yl)-1-[4-(4-chloro-3-methoxy-phenyl)-piperazin-1-yl]-ethanone). Reaction SMILES: [Cl:1][C:2]1[C:3]([CH:11]([CH3:13])[CH3:12])=[N:4][NH:5][C:6]=1[C:7]([F:10])([F:9])[F:8].C([O-])([O-])=O.[K+].[K+].[Cl:20][C:21]1[CH:26]=[CH:25][C:24]([N:27]2[CH2:32][CH2:31][N:30]([C:33](=[O:35])[CH3:34])[CH2:29][CH2:28]2)=[CH:23][C:22]=1[O:36][CH3:37].CN(C=O)C>CCCCCC.C(OCC)(=O)C>[Cl:1][C:2]1[C:3]([CH:11]([CH3:13])[CH3:12])=[N:4][N:5]([CH2:34][C:33]([N:30]2[CH2:29][CH2:28][N:27]([C:24]3[CH:25]=[CH:26][C:21]([Cl:20])=[C:22]([O:36][CH3:37])[CH:23]=3)[CH2:32][CH2:31]2)=[O:35])[C:6]=1[C:7]([F:8])([F:10])[F:9] |f:1.2.3,6.7|. Procedure: Protocol T was followed using 4-Chloro-3-isopropyl-5-trifluoromethyl-1-H-pyrazol, K2CO3, 1-[4-(4-Chloro-3-methoxyphenyl)-piperazine-1-yl]-ethanone and DMF. Column chromatography using a solvent mixture (hexane/ethyl acetate=2/3, Rf=0.45) afforded the title compound as white solid. 1H NMR (400 MHz, CDCl3); 7.19-7.22 (d, 2H), 6.38-6.48 (m, 2H), 5 (s, 2H), 3.86 (s, 3H), 3.62-3.78 (m, 4H), 3.08-3.18 (m, 4H), 2.98-3.04 (m, 1H), 1.35-1.41 (d, 6H). 13C NMR (400 MHz, CDCl3): 163.8, 154.8, 150.5, 130, 10... Starting materials: Fc1cc(Br)c(F)cc1Br, CN(C)C=O, CC(C)[Mg+], [Cl-], [Cl-], [Cl-], [Li+], [NH4+], C1CCOC1. Product: O=Cc1cc(F)c(Br)cc1F. Reaction SMILES: [Br:1][c:2]1[c:3]([F:10])[cH:4][c:5]([Br:9])[c:6]([F:8])[cH:7]1.[CH3:18][N:19]([CH:20]=[O:21])[CH3:22].[CH:14]([Mg+:15])([CH3:16])[CH3:17].[Cl-:11].[Cl-:13].[Cl-:23].[Li+:12].[NH4+:24].[O:25]1[CH2:26][CH2:27][CH2:28][CH2:29]1>>[c:2]1([CH:20]=[O:21])[c:3]([F:10])[cH:4][c:5]([Br:9])[c:6]([F:8])[cH:7]1. Reactants: ClC1=CC=CC2=C1C=1CCC(NC1CC2)=O (10-chloro-1,4,5,6-tetrahydrobenzo[f]quinolin-3(2H)-one), [H-].[Al+3].[Li+].[H-].[H-].[H-] (lithium aluminum hydride), [OH-].[Na+] (sodium hydroxide). The solvent is O1CCCC1 (tetrahydrofuran). Product: ClC1=CC=CC2=C1C=1CCCNC1CC2 (10-chloro-1,2,3,4,5,6-hexahydrobenzo[f]quinoline). RXN SMILES: [Cl:1][C:2]1[C:7]2[C:8]3[CH2:9][CH2:10][C:11](=O)[NH:12][C:13]=3[CH2:14][CH2:15][C:6]=2[CH:5]=[CH:4][CH:3]=1.[H-].[Al+3].[Li+].[H-].[H-].[H-].[OH-].[Na+]>O1CCCC1>[Cl:1][C:2]1[C:7]2[C:8]3[CH2:9][CH2:10][CH2:11][NH:12][C:13]=3[CH2:14][CH2:15][C:6]=2[CH:5]=[CH:4][CH:3]=1 |f:1.2.3.4.5.6,7.8|. Procedure: 20.0 g of 10-chloro-1,4,5,6-tetrahydrobenzo[f]quinolin-3(2H)-one are added portionwise within 35 minutes at 20° to 25° to a stirred suspension of 6.49 g of lithium aluminum hydride in 240 ml of dry tetrahydrofuran. The reaction mixture is subsequently boiled under reflux for 150 minutes. The mixture is cooled, treated at 0° to 10° with 21.0 ml of 6.5N sodium hydroxide solution, filtered and rinsed several times with 20 ml of tetrahydrofuran each time. Distillation of the solvent in a vacuum give... Reactants: C(C)(=O)OC(C)=O (Acetic anhydride), OC(=O)C(F)(F)F.FC1=C(OC2CCN(CC2)C2=C(N=C3C(=N2)CNCC3)NC(C)C)C=CC(=C1)F (3-(4-(2,4-difluorophenoxyl)piperidin-1-yl)-N-isopropyl-5,6,7,8-tetrahydropyrido[3,4-b]pyrazin-2-amine TFA salt), N1=CC=CC=C1 (pyridine). Run in C(Cl)Cl (DCM). Run at time 1 hour. The product is FC1=C(OC2CCN(CC2)C2=C(N=C3C(=N2)CN(CC3)C(C)=O)NC(C)C)C=CC(=C1)F (1-(3-(4-(2,4-difluorophenoxyl)piperidin-1-yl)-2-(isopropylamino)-7,8-dihydropyrido[3,4-b]pyrazin-6(5H)-yl)ethanone), C(=O)(C(F)(F)F)O (TFA). The yield is 384.1%. Reaction SMILES: [C:1](OC(=O)C)(=[O:3])[CH3:2].[OH:8][C:9]([C:11]([F:14])([F:13])[F:12])=[O:10].[F:15][C:16]1[CH:42]=[C:41]([F:43])[CH:40]=[CH:39][C:17]=1[O:18][CH:19]1[CH2:24][CH2:23][N:22]([C:25]2[N:30]=[C:29]3[CH2:31][NH:32][CH2:33][CH2:34][C:28]3=[N:27][C:26]=2[NH:35][CH:36]([CH3:38])[CH3:37])[CH2:21][CH2:20]1.N1C=CC=CC=1>C(Cl)Cl>[F:15][C:16]1[CH:42]=[C:41]([F:43])[CH:40]=[CH:39][C:17]=1[O:18][CH:19]1[CH2:20][CH2:21][N:22]([C:25]2[N:30]=[C:29]3[CH2:31][N:32]([C:1](=[O:3])[CH3:2])[CH2:33][CH2:34][C:28]3=[N:27][C:26]=2[NH:35][CH:36]([CH3:38])[CH3:37])[CH2:23][CH2:24]1.[C:9]([OH:10])([C:11]([F:14])([F:13])[F:12])=[O:8] |f:1.2|. Reported procedure: Acetic anhydride (5 μL, 0.058 mmol) was added to a solution of 3-(4-(2,4-difluorophenoxyl)piperidin-1-yl)-N-isopropyl-5,6,7,8-tetrahydropyrido[3,4-b]pyrazin-2-amine TFA salt (15.1 mg, 0.029 mmol) and pyridine (7 μL, 0.088 mmol) in DCM (290 μL) at rt. After 1 h, the mixture was purified by HPLC Method A to give the title compound as a TFA salt (12.7 mg, 78%) as a yellow film. 1H NMR (400 MHz, methanol-d4, mixture of rotamers) δ ppm 1.33 (d, J=6.6 Hz, 6H), 1.91-2.02 (m, 2H), 2.09-2.18 (m, 2H), 2.1... Starting materials: Cl (hydrogen chloride), C(=C)C1C(C1)(C(=O)OC)C(=O)OC (1-vinyl-2,2-dicarbomethoxy cyclopropane), [Cl-].[Al+3].[Cl-].[Cl-] (aluminum chloride). Solvent: COCCOC (1,2-dimethoxy ethane). Conditions: time 8 hour. The product is ClC(C=C)CC(C(=O)OC)C(=O)OC (3-chloro-5,5-dicarbomethoxy-1-pentene). As a reaction SMILES: [ClH:1].[CH:2]([CH:4]1[CH2:6][C:5]1([C:11]([O:13][CH3:14])=[O:12])[C:7]([O:9][CH3:10])=[O:8])=[CH2:3].[Cl-].[Al+3].[Cl-].[Cl-]>COCCOC>[Cl:1][CH:4]([CH2:6][CH:5]([C:11]([O:13][CH3:14])=[O:12])[C:7]([O:9][CH3:10])=[O:8])[CH:2]=[CH2:3] |f:2.3.4.5|. Procedure: 400 g of 1,2-dimethoxy ethane were introduced into a 1 liter glass flask equipped with a stirrer and a thermometer and admixed with 69 g of gaseous hydrogen chloride. 184.1 g of 1-vinyl-2,2-dicarbomethoxy cyclopropane (93.7% pure, 0.937 mol) and 0.65 g of aluminum chloride were then added to the contents, and the mixture was stirred. The temperature of the mixture rose to 40° C. The reaction was allowed to go to completion by letting the mixture stand overnight. After filtering off a slight turb... Starting materials: Cl (HCl), C(C)(=O)OC1=CC=C(C=C1)C(C(=O)O)=CC1=CC=C(C=C1)C (2-(4-Acetoxyphenyl)-3-p-tolylacrylic acid), [OH-].[Li+] (lithium hydroxide). Solvent: O (water), C1CCOC1 (THF), O (water). The product is OC1=CC=C(C=C1)C(C(=O)O)=CC1=CC=C(C=C1)C (2-(4-Hydroxyphenyl)-3-p-tolylacrylic acid). Yield: 82.4%. Reaction SMILES: C([O:4][C:5]1[CH:10]=[CH:9][C:8]([C:11](=[CH:15][C:16]2[CH:21]=[CH:20][C:19]([CH3:22])=[CH:18][CH:17]=2)[C:12]([OH:14])=[O:13])=[CH:7][CH:6]=1)(=O)C.[OH-].[Li+].Cl>C1COCC1.O>[OH:4][C:5]1[CH:10]=[CH:9][C:8]([C:11](=[CH:15][C:16]2[CH:17]=[CH:18][C:19]([CH3:22])=[CH:20][CH:21]=2)[C:12]([OH:14])=[O:13])=[CH:7][CH:6]=1 |f:1.2|. Reported procedure: To a solution of compound 37 (20.16 g, 68.1 mmol) in 100 mL THF was added a solution of lithium hydroxide (5.7 g, 237.5 mmol) in 100 mL water. The reaction was allowed to stir at room temperature for 16 h after which 5% HCl in water was added to pH=1. The yellow solid was filtered and recrystallized out of toluene, washed with hexane and dried under vacuum to yield a white solid (14.27 g, 82.5%). 1H NMR (400 MHz, DMSO-d6) δ 12.46 (br s, 1H), 9.47 (br s, 1H), 7.63 (s, 1H), 7.02 (d, J=8.0 Hz, 2H),...